describe an organic reaction: reactants, conditions, products, and yield From a dataset of the Open Reaction Database (ORD), a public repository of structured organic reaction records. The reactants are FC(S(=O)(=O)OC/C=C\1/C(OC(CC1)C1=CC=CC=C1)C1=CC=C(C=C1)[N+](=O)[O-])(F)F ((E)-(2-(4-nitrophenyl)-6-phenyl-dihydro-2H-pyran-3(4H)-ylidene)ethyl trifluoromethanesulfonate), O1CCOCC1 (1,4-dioxane), CO (methanol), [OH-].[Na+] (NaOH). Run in [Cl-].[Na+].O (brine), C(C)OC(C)=O (ethylacetate). The product is [N+](=O)([O-])C1=CC=C(C=C1)[C@@H]1O[C@@H](CC[C@@H]1C(C)O)C1=CC=CC=C1 (1-((2R,3R,6S)-2-(4-Nitrophenyl)-6-phenyl-tetrahydro-2H-pyran-3-yl)ethanol). Isolated yield 75.0%. As a reaction SMILES: FC(F)(F)S(O[CH2:7]/[CH:8]=[C:9]1/[CH:10]([C:21]2[CH:26]=[CH:25][C:24]([N+:27]([O-:29])=[O:28])=[CH:23][CH:22]=2)[O:11][CH:12]([C:15]2[CH:20]=[CH:19][CH:18]=[CH:17][CH:16]=2)[CH2:13][CH2:14]/1)(=O)=O.[O:32]1CCOCC1.CO.[OH-].[Na+]>[Cl-].[Na+].O.C(OC(=O)C)C>[N+:27]([C:24]1[CH:23]=[CH:22][C:21]([C@H:10]2[C@@H:9]([CH:8]([OH:32])[CH3:7])[CH2:14][CH2:13][C@@H:12]([C:15]3[CH:16]=[CH:17][CH:18]=[CH:19][CH:20]=3)[O:11]2)=[CH:26][CH:25]=1)([O-:29])=[O:28] |f:3.4,5.6.7|. Procedure: A solution of (E)-(2-(4-nitrophenyl)-6-phenyl-dihydro-2H-pyran-3(4H)-ylidene)ethyl trifluoromethanesulfonate (0.3 mmol) in a mixture of 2:1 1,4-dioxane:methanol was treated with an aqueous NaOH solution (1%, 4 mL) at room temperature for 3 hours with stirring. Following completion of the reaction, brine was added to the reaction solution which was then diluted with ethylacetate. The organic layer thus formed was washed with water, dried over Na2SO4, filtered and concentrated. The purification of... Starting materials: O (Water), CC=1C(NC(NC1)=O)=O (5-methyl-2,4(1H,3H)-pyrimidinedione), C(=O)([O-])[O-].[K+].[K+] (K2CO3), BrCCCC(C)Cl (1-bromo-4-chloropentane). Run in CN(C)C=O (DMF). Run at time 1 hour. Product: ClC(CCCN1C(NC(C(=C1)C)=O)=O)C (1-(4-chloropentyl)-5-methyl-2,4(1H,3H)-pyrimidinedione). As a reaction SMILES: [CH3:1][C:2]1[C:3](=[O:9])[NH:4][C:5](=[O:8])[NH:6][CH:7]=1.C([O-])([O-])=O.[K+].[K+].Br[CH2:17][CH2:18][CH2:19][CH:20]([Cl:22])[CH3:21].O>CN(C=O)C>[Cl:22][CH:20]([CH3:21])[CH2:19][CH2:18][CH2:17][N:6]1[CH:7]=[C:2]([CH3:1])[C:3](=[O:9])[NH:4][C:5]1=[O:8] |f:1.2.3|. Procedure: A mixture of 5-methyl-2,4(1H,3H)-pyrimidinedione (thimine, 500 mg) and K2CO3 (548 g) in dry DMF (15 mL) was stirred for 1 hour at room temperature. 1-bromo-4-chloropentane (0.548 mL) was then added and the mixture was stirred at room temperature for 4 hours. Water was then added and the resulting mixture was extracted with dichloromethane. The aqueous phase was acidified to pH 7 with aqueous 2% HCl solution and extracted with DCM. The organic phases were dried and concentrated in vacuo. The crud... The reactants are ClCCCNC1=C(C=NC2=CC=CC=C12)N (N4-(3-chloropropyl)quinoline-3,4-diamine), COC(C)(OC)OC (1,1,1-trimethoxyethane), Cl.N1=CC=CC=C1 (pyridine hydrochloride). The product is ClCCCN1C(=NC=2C=NC=3C=CC=CC3C21)C (1-(3-chloropropyl)-2-methyl-1H-imidazo[4,5-c]quinoline). The yield is 77.8%. RXN SMILES: [Cl:1][CH2:2][CH2:3][CH2:4][NH:5][C:6]1[C:15]2[C:10](=[CH:11][CH:12]=[CH:13][CH:14]=2)[N:9]=[CH:8][C:7]=1[NH2:16].CO[C:19](OC)(OC)[CH3:20].Cl.N1C=CC=CC=1>>[Cl:1][CH2:2][CH2:3][CH2:4][N:5]1[C:6]2[C:15]3[CH:14]=[CH:13][CH:12]=[CH:11][C:10]=3[N:9]=[CH:8][C:7]=2[N:16]=[C:19]1[CH3:20] |f:2.3|. Reported procedure: Using the general method of Example 1 Part D, N4-(3-chloropropyl)quinoline-3,4-diamine (˜37.6 mmol) was cyclized using 1,1,1-trimethoxyethane (5.43 g, 45.2 mmol) in the presence of pyridine hydrochloride (0.43 g) to provide 7.6 g of 1-(3-chloropropyl)-2-methyl-1H-imidazo[4,5-c]quinoline as a light yellow solid. The solvent is CN(C)C=O (DMF). Reaction SMILES: [CH:1]1([N:4]2[C:13]3[C:8](=[C:9]([NH2:17])[C:10]([F:16])=[C:11](F)[C:12]=3[F:14])[C:7](=[O:18])[C:6]([C:19]([OH:21])=[O:20])=[CH:5]2)[CH2:3][CH2:2]1.[NH2:22][C:23]1[CH:24]=[C:25]2[C:29](=[CH:30][CH:31]=1)[CH2:28][NH:27][CH2:26]2.C1CCN2C(=NCCC2)CC1>CN(C=O)C>[NH2:22][C:23]1[CH:24]=[C:25]2[C:29](=[CH:30][CH:31]=1)[CH2:28][N:27]([C:11]1[C:12]([F:14])=[C:13]3[C:8]([C:7](=[O:18])[C:6]([C:19]([OH:21])=[O:20])=[CH:5][N:4]3[CH:1]3[CH2:2][CH2:3]3)=[C:9]([NH2:17])[C:10]=1[F:16])[CH2:26]2. Yields the product NC=1C=C2CN(CC2=CC1)C1=C(C(=C2C(C(=CN(C2=C1F)C1CC1)C(=O)O)=O)N)F (7-(5-amino-2-isoindolinyl)-1-cyclopropyl-5-amino-6,8-difluoro-1,4-dihydro-4-oxoquinoline-3-carboxylic acid). The reactants are C1(CC1)N1C=C(C(C2=C(C(=C(C(=C12)F)F)F)N)=O)C(=O)O (1-cyclopropyl-5-amino-6,7,8-trifluoro-1,4-dihydro-4-oxoquinoline-3-carboxylic acid), NC=1C=C2CNCC2=CC1 (5-aminoisoindoline), C1CCC2=NCCCN2CC1 (DBU). Procedure: 200 mg of 1-cyclopropyl-5-amino-6,7,8-trifluoro-1,4-dihydro-4-oxoquinoline-3-carboxylic acid, 99 mg of 5-aminoisoindoline, 200 mg of DBU, and 1.5 ml of anhydrous DMF were processed in the same manner as in Example 20 to produce 117 mg of the target compound. Isolated yield 42.3%. Reactants: CCCSCl, ClCCl, CCCSSCCC, Oc1cccc(Oc2ccc(Cl)cc2Cl)c1, Cl. Product: CCCSc1ccc(Oc2ccc(Cl)cc2Cl)cc1O. RXN SMILES: [CH2:17]([CH2:18][CH3:19])[S:20][Cl:21].[CH2:31]([Cl:32])[Cl:33].[CH3:22][CH2:23][CH2:24][S:25][S:26][CH2:27][CH2:28][CH3:29].[Cl:1][c:2]1[c:3]([O:4][c:5]2[cH:6][c:7]([OH:11])[cH:8][cH:9][cH:10]2)[cH:12][cH:13][c:14]([Cl:16])[cH:15]1.[Cl:30]>>[Cl:1][c:2]1[c:3]([O:4][c:5]2[cH:6][c:7]([OH:11])[c:8]([S:20][CH2:17][CH2:18][CH3:19])[cH:9][cH:10]2)[cH:12][cH:13][c:14]([Cl:16])[cH:15]1.